The task is: describe an organic reaction: reactants, conditions, products, and yield. This data is from the Open Reaction Database (ORD), a public repository of structured organic reaction records. Starting materials: CSC=1SCC(N1)=O (2-methylsulfanyl-thiazol-4-one), N1CCC(CC1)C(=O)O (piperidine-4-carboxylic acid). Solvent: CO (MeOH). Run at time 16 hour. The product is O=C1N=C(SC1)N1CCC(CC1)C(=O)O (1-(4-Oxo-4,5-dihydro-thiazol-2-yl)-piperidine-4-carboxylic acid). Reaction SMILES: CS[C:3]1[S:4][CH2:5][C:6](=[O:8])[N:7]=1.[NH:9]1[CH2:14][CH2:13][CH:12]([C:15]([OH:17])=[O:16])[CH2:11][CH2:10]1>CO>[O:8]=[C:6]1[CH2:5][S:4][C:3]([N:9]2[CH2:14][CH2:13][CH:12]([C:15]([OH:17])=[O:16])[CH2:11][CH2:10]2)=[N:7]1. Procedure: To a solution of 2-methylsulfanyl-thiazol-4-one (4.4 g, 30 mmol) in MeOH (60 mL) was added piperidine-4-carboxylic acid (3.9 g, 30 mmol). The mixture was stirred at room temperature for 16 hours. The resulting solid was collected by filtration, washed with fresh MeOH and dried to give the title compound. Yield: 91.4%. The solvent is O1CCCC1 (tetrahydrofuran). Yields the product N1=CC=C(C=C1)C(=O)N (pyridine 4-carboxamide). Reported procedure: (0.0051 g, 0.0119 mmol) of the platinum complex, prepared as in Example 1, was stirred with 4-cyanopyridine (2.0 g, 0.019 mol) and 0.75 ml (0.042 mol) of water and 10 ml tetrahydrofuran and the mixture heated under reflux for 4 hours. After cooling the liquids were removed using a rotary evaporator to give pyridine 4-carboxamide (2.12 g) corresponding to 90% yield. RXN SMILES: [C:1]([C:3]1[CH:8]=[CH:7][N:6]=[CH:5][CH:4]=1)#[N:2].[OH2:9]>O1CCCC1>[N:6]1[CH:7]=[CH:8][C:3]([C:1]([NH2:2])=[O:9])=[CH:4][CH:5]=1. Starting materials: C(#N)C1=CC=NC=C1 (4-cyanopyridine), O (water).